Dataset: the Open Reaction Database (ORD), a public repository of structured organic reaction records. Task: describe an organic reaction: reactants, conditions, products, and yield The reactants are ClCC1=C(C=CC(=C1)[N+](=O)[O-])CC (α-Chloro-2-ethyl-5-nitrotoluene), [H][H] (hydrogen). The reagents and catalysts are [Pd] (Pd/C). Solvent: C(C)(=O)O (acetic acid). The product is C(C)C1=C(C=C(N)C=C1)C (4-Ethyl-m-toluidine). As a reaction SMILES: Cl[CH2:2][C:3]1[CH:8]=[C:7]([N+:9]([O-])=O)[CH:6]=[CH:5][C:4]=1[CH2:12][CH3:13].[H][H]>C(O)(=O)C.[Pd]>[CH2:12]([C:4]1[CH:5]=[CH:6][C:7]([NH2:9])=[CH:8][C:3]=1[CH3:2])[CH3:13]. Procedure: α-Chloro-2-ethyl-5-nitrotoluene (40.0 g.) was dissolved in glacial acetic acid and shaken with 5% Pd/C in a hydrogen atmosphere (6.7 g.) in a Parr hydrogenator. When reduction was complete, the crude product was isolated, taken up in ether, washed with water, dilute base and water. After stirring the ether solution over solid K2CO3, the product was isolated as a liquid, 96% pure by glc. Reaction SMILES: [OH2:1].[OH-:2].[Li+].O1[CH2:9][CH2:8][N:7]([C:10]([CH2:12][CH:13]([CH2:29][C:30]2[C:39]3[C:34](=[CH:35][CH:36]=[CH:37][CH:38]=3)[CH:33]=[CH:32][CH:31]=2)[C:14](N2[C@@H](CC3C=CC=CC=3)COC2=O)=[O:15])=O)[CH2:6][CH2:5]1.[O:40]1CCCC1>O>[O:1]1[CH2:9][CH2:8][N:7]([C:10]([CH2:12][C@@H:13]([CH2:29][C:30]2[C:39]3[C:34](=[CH:35][CH:36]=[CH:37][CH:38]=3)[CH:33]=[CH:32][CH:31]=2)[C:14]([OH:15])=[O:40])=[O:2])[CH2:6][CH2:5]1 |f:0.1.2|. Conditions: time 3 hour. Reactants: O.[OH-].[Li+] (lithium hydroxide monohydrate), O1CCN(CC1)C(=O)CC(C(=O)N1C(OC[C@@H]1CC1=CC=CC=C1)=O)CC1=CC=CC2=CC=CC=C12 (N-[2-(morpholinocarbonyl)methyl-3-(1-naphthyl)propionyl]-(S)-(-)-4-benzyl-2-oxazolidinone), O1CCCC1 (tetrahydrofuran). Product: O1CCN(CC1)C(=O)C[C@H](C(=O)O)CC1=CC=CC2=CC=CC=C12 ((2R)-3-(Morpholinocarbonyl)-2-(1-naphthylmethyl)-propionic acid). Procedure: 221 mg (5.27 mmole) of lithium hydroxide monohydrate were added, whilst ice-cooling, to a solution of 1.28 g (2.63 mmole) of N-[2-(morpholinocarbonyl)methyl-3-(1-naphthyl)propionyl]-(S)-(-)-4-benzyl-2-oxazolidinone (prepared as described in Preparation 3) dissolved in a mixture of 40 ml of tetrahydrofuran and 10 ml of water. The mixture was stirred at the same temperature for 3 hours, after which it was freed from the solvent by evaporation under-reduced pressure. A 10% w/v aqueous solution of s... Solvent: O (water). The yield is 87.0%. Starting materials: N1=CC(=CC=C1)CP(OCC)(OCC)=O (diethyl 3-pyridylmethylphosphonate), C(CCC)[Li] (n-butyllithium), C(C1=CC=CO1)=O (furfuraldehyde). Solvent: C1CCOC1 (THF). Run at time 0.5 hour. Product: N1=CC(=CC=C1)C=CC=1OC=CC1 (2-[2-{3-pyridyl}ethenyl]furan). Yield: 49.4%. Reaction SMILES: [N:1]1[CH:6]=[CH:5][CH:4]=[C:3]([CH2:7]P(=O)(OCC)OCC)[CH:2]=1.C([Li])CCC.[CH:21](=O)[C:22]1[O:26][CH:25]=[CH:24][CH:23]=1>C1COCC1>[N:1]1[CH:6]=[CH:5][CH:4]=[C:3]([CH:7]=[CH:21][C:22]2[O:26][CH:25]=[CH:24][CH:23]=2)[CH:2]=1. Procedure: To a stirred -78° C. solution of diethyl 3-pyridylmethylphosphonate (3.0 g, 13 mmol), prepared as in step 3, in THF (50 mL) was added n-butyllithium (25 mL, 55 mmol, 2.5M in hexanes). The cold reaction mixture was stirred 0.5 hours followed by the slow addition of furfuraldehyde (1.24 g, 13 mmol). The reaction was stirred 2 hours at -78° C. and the ice bath removed and allowed to stir at ambient temperature overnight. Saturated NH4Cl was added and the mixture was diluted with ether. The organic ... RXN SMILES: [CH3:1][CH:2]([C:13](=O)[CH:14]([CH3:25])[CH2:15]C1C(C)(C)C2CC1CC2)[CH2:3][CH:4]1[C:9]([CH3:11])([CH3:10])[CH:8]2[CH2:12][CH:5]1[CH2:6][CH2:7]2.[NH2:27][CH2:28][CH:29]1[CH2:34][CH2:33][NH:32][CH2:31][CH2:30]1.[H][H]>O=[Pt]=O.C(O)C>[CH3:25][CH:14]([CH:13]([NH:27][CH:28]([CH:29]1[CH2:34][CH2:33][NH:32][CH2:31][CH2:30]1)[CH:4]1[C:9]([CH3:11])([CH3:10])[CH:8]2[CH2:12][CH:5]1[CH2:6][CH2:7]2)[CH:2]([CH3:1])[CH2:3][CH:4]1[C:9]([CH3:11])([CH3:10])[CH:8]2[CH2:12][CH:5]1[CH2:6][CH2:7]2)[CH3:15]. The reactants are CC(CC1C2CCC(C1(C)C)C2)C(C(CC2C1CCC(C2(C)C)C1)C)=O (2,4-dimethyl-1,5-di-(3,3-dimethylnorborn-2-yl)-3-pentanone), NCC1CCNCC1 (4-aminomethylpiperidine), [H][H] (hydrogen). The product is CC(C)C(C(CC1C2CCC(C1(C)C)C2)C)NC(C2C1CCC(C2(C)C)C1)C1CCNCC1 (4-[2,4-dimethyl-1,5-di-(3,3-dimethylnorborn-2-yl)-3-pentylaminomethyl]piperidine). The reagents and catalysts are O=[Pt]=O (PtO2). The solvent is C(C)O (ethanol). Reported procedure: A mixture of 2,4-dimethyl-1,5-di-(3,3-dimethylnorborn-2-yl)-3-pentanone (g., 0.1 mole) and 4-aminomethylpiperidine (34.2 g., 0.3 mole) ml. ethanol is hydrogenated with PtO2 at room temperature and 40 psi hydrogen pressure. The 2.5 g. platinum catalyst is filtered off and the ethanol removed under reduced pressure. The residual oil is dissolved in ether and the ether solution washed several times with water to remove the excess 4-aminomethylpiperidine. The ether extracts are dried over anhydrous ...